Dataset: the Open Reaction Database (ORD), a public repository of structured organic reaction records. Task: describe an organic reaction: reactants, conditions, products, and yield The solvent is O1CCOCC1 (dioxane), O1CCOCC1 (dioxane). Reaction SMILES: C(OC([N:8]1[CH2:13][CH2:12][C:11]2([CH2:22][C:21](=[O:23])[C:20]3[C:15](=[CH:16][CH:17]=[C:18]([C:24]4[CH:25]=[N:26][CH:27]=[C:28]([CH:32]=4)[C:29]([NH2:31])=[O:30])[CH:19]=3)[O:14]2)[CH2:10][CH2:9]1)=O)(C)(C)C.[ClH:33]>O1CCOCC1>[ClH:33].[ClH:33].[O:23]=[C:21]1[C:20]2[C:15](=[CH:16][CH:17]=[C:18]([C:24]3[CH:25]=[N:26][CH:27]=[C:28]([CH:32]=3)[C:29]([NH2:31])=[O:30])[CH:19]=2)[O:14][C:11]2([CH2:12][CH2:13][NH:8][CH2:9][CH2:10]2)[CH2:22]1 |f:3.4.5|. Reaction conditions: time 18 hour. Yields the product Cl.Cl.O=C1CC2(CCNCC2)OC2=CC=C(C=C12)C=1C=NC=C(C(=O)N)C1 (5-{4-Oxospiro[chroman-2,4′-piperidin]-6-yl}nicotinamide dihydrochloride). Starting materials: C(C)(C)(C)OC(=O)N1CCC2(CC1)OC1=CC=C(C=C1C(C2)=O)C=2C=NC=C(C(=O)N)C2 (5-{1′-tert-butoxycarbonyl-4-oxospiro[chroman-2,4′-piperidin]-6-yl}nicotinamide), Cl (HCl). Reported procedure: 5-{1′-tert-butoxycarbonyl-4-oxospiro[chroman-2,4′-piperidin]-6-yl}nicotinamide (1.30 g) was suspended in dioxane (10 ml) and 4N HCl in dioxane (20 ml) was added thereto, and stirred at room temperature for 18 h. The resulted precipitate was filtered, washed with dioxane and Et2O to obtain the intended compound as a colorless solid.